Dataset: the Open Reaction Database (ORD), a public repository of structured organic reaction records. Task: describe an organic reaction: reactants, conditions, products, and yield Starting materials: CO, [H][H], CCNC(=O)Nc1[nH]cc(-c2ccc([N+](=O)[O-])cc2)c1C(N)=O. Yields the product CCNC(=O)Nc1[nH]cc(-c2ccc(N)cc2)c1C(N)=O. RXN SMILES: [CH3:26][OH:27].[H:24][H:25].[N+:1]([O-:2])(=[O:3])[c:4]1[cH:5][cH:6][c:7](-[c:10]2[c:11]([C:21](=[O:22])[NH2:23])[c:12]([NH:15][C:16](=[O:17])[NH:18][CH2:19][CH3:20])[nH:13][cH:14]2)[cH:8][cH:9]1>>[NH2:1][c:4]1[cH:5][cH:6][c:7](-[c:10]2[c:11]([C:21](=[O:22])[NH2:23])[c:12]([NH:15][C:16](=[O:17])[NH:18][CH2:19][CH3:20])[nH:13][cH:14]2)[cH:8][cH:9]1. Starting materials: C(C)(C)(C)OC(=O)N1CC(C1)CC1=NC=CC=C1 (3-pyridin-2-ylmethyl-azetidine-1-carboxylic acid tert-butyl ester), C(=O)(C(F)(F)F)O (TFA). Solvent: C(Cl)Cl (DCM). Reaction conditions: time 30 minute. Product: FC(C(=O)O)(F)F.N1CC(C1)CC1=NC=CC=C1 (2-Azetidin-3-ylmethyl-pyridine trifluoroacetate), C(=O)(C(F)(F)F)O (TFA). As a reaction SMILES: C(OC([N:8]1[CH2:11][CH:10]([CH2:12][C:13]2[CH:18]=[CH:17][CH:16]=[CH:15][N:14]=2)[CH2:9]1)=O)(C)(C)C.[C:19]([OH:25])([C:21]([F:24])([F:23])[F:22])=[O:20]>C(Cl)Cl>[F:22][C:21]([F:24])([F:23])[C:19]([OH:25])=[O:20].[NH:8]1[CH2:11][CH:10]([CH2:12][C:13]2[CH:18]=[CH:17][CH:16]=[CH:15][N:14]=2)[CH2:9]1.[C:19]([OH:25])([C:21]([F:24])([F:23])[F:22])=[O:20] |f:3.4|. Procedure: To 257 mg (1.04 mmol) 3-pyridin-2-ylmethyl-azetidine-1-carboxylic acid tert-butyl ester was added 2 mL DCM and 2 mL TFA. The mixture was stirred at room temperature for 30 minutes. The solvent was evaporated to give the desired product as a TFA salt, which was used in the next step without further purification. Starting materials: CC(=O)O[BH-](OC(C)=O)OC(C)=O, CCCCOC(C)Oc1ccc(-c2ccc3c(c2)C=C(C(=O)OC)CCN3)cc1, CCCOc1cccc(C=O)c1, ClCCCl, [Na+], O. The product is CCCCOC(C)Oc1ccc(-c2ccc3c(c2)C=C(C(=O)OC)CCN3Cc2cccc(OCCC)c2)cc1. As a reaction SMILES: [C:42]([O:43][BH-:44]([O:45][C:46](=[O:47])[CH3:48])[O:49][C:50](=[O:51])[CH3:52])(=[O:53])[CH3:54].[CH2:1]([CH2:2][CH2:3][CH3:4])[O:5][CH:6]([CH3:7])[O:8][c:9]1[cH:10][cH:11][c:12](-[c:15]2[cH:16][cH:17][c:18]3[c:19]([cH:29]2)[CH:20]=[C:21]([C:25](=[O:26])[O:27][CH3:28])[CH2:22][CH2:23][NH:24]3)[cH:13][cH:14]1.[CH2:30]([CH2:31][CH3:32])[O:33][c:34]1[cH:35][c:36]([CH:37]=[O:38])[cH:39][cH:40][cH:41]1.[Cl:57][CH2:58][CH2:59][Cl:60].[Na+:55].[OH2:56]>>[CH2:1]([CH2:2][CH2:3][CH3:4])[O:5][CH:6]([CH3:7])[O:8][c:9]1[cH:10][cH:11][c:12](-[c:15]2[cH:16][cH:17][c:18]3[c:19]([cH:29]2)[CH:20]=[C:21]([C:25](=[O:26])[O:27][CH3:28])[CH2:22][CH2:23][N:24]3[CH2:37][c:36]2[cH:35][c:34]([O:33][CH2:30][CH2:31][CH3:32])[cH:41][cH:40][cH:39]2)[cH:13][cH:14]1. Reactants: N,N'-carbonyldiimidazole, COC1=CC=C(CS[C@H]2C[C@H](N(C2)C(=O)OCC2=CC=C(C=C2)[N+](=O)[O-])C(=O)O)C=C1 ((2S,4S)-4-(4-methoxybenzylthio)-1-(4-nitrobenzyloxycarbonyl)-2-pyrrolidinecarboxylic acid), FC(C(=O)O)(F)F.FC(C(=O)O)(F)F.[N+](=O)([O-])C1=CC=C(COC(=O)CN2CCNCCC2)C=C1 (1-(4-nitrobenzyloxycarbonylmethyl)homopiperazine bis(trifluoroacetate)). Run in C(C)#N (acetonitrile), C(C)#N (acetonitrile), C(C)(C)N(CC)C(C)C (diisopropylethylamine). Run at time 30 minute. Yields the product COC1=CC=C(CS[C@H]2C[C@H](N(C2)C(=O)OCC2=CC=C(C=C2)[N+](=O)[O-])C(=O)N2CCN(CCC2)CC(=O)OCC2=CC=C(C=C2)[N+](=O)[O-])C=C1 ((2S,4S)-4-(4-Methoxybenzylthio)-2-[4-(4-nitrobenzyloxycarbonylmethyl)-1-homopiperazinylcarbonyl]-1-(4-nitrobenzyloxycarbonyl)pyrrolidine). Yield: 58.8%. As a reaction SMILES: [CH3:1][O:2][C:3]1[CH:31]=[CH:30][C:6]([CH2:7][S:8][C@@H:9]2[CH2:13][N:12]([C:14]([O:16][CH2:17][C:18]3[CH:23]=[CH:22][C:21]([N+:24]([O-:26])=[O:25])=[CH:20][CH:19]=3)=[O:15])[C@H:11]([C:27]([OH:29])=O)[CH2:10]2)=[CH:5][CH:4]=1.FC(F)(F)C(O)=O.FC(F)(F)C(O)=O.[N+:46]([C:49]1[CH:66]=[CH:65][C:52]([CH2:53][O:54][C:55]([CH2:57][N:58]2[CH2:64][CH2:63][CH2:62][NH:61][CH2:60][CH2:59]2)=[O:56])=[CH:51][CH:50]=1)([O-:48])=[O:47]>C(#N)C.C(N(C(C)C)CC)(C)C>[CH3:1][O:2][C:3]1[CH:31]=[CH:30][C:6]([CH2:7][S:8][C@@H:9]2[CH2:13][N:12]([C:14]([O:16][CH2:17][C:18]3[CH:23]=[CH:22][C:21]([N+:24]([O-:26])=[O:25])=[CH:20][CH:19]=3)=[O:15])[C@H:11]([C:27]([N:61]3[CH2:62][CH2:63][CH2:64][N:58]([CH2:57][C:55]([O:54][CH2:53][C:52]4[CH:65]=[CH:66][C:49]([N+:46]([O-:48])=[O:47])=[CH:50][CH:51]=4)=[O:56])[CH2:59][CH2:60]3)=[O:29])[CH2:10]2)=[CH:5][CH:4]=1 |f:1.2.3|. Procedure: 3.5 g of N,N'-carbonyldiimidazole were added to a solution of 8.0 g of (2S,4S)-4-(4-methoxybenzylthio)-1-(4-nitrobenzyloxycarbonyl)-2-pyrrolidinecarboxylic acid in 80 ml of dry acetonitrile, and the resulting mixture was stirred at room temperature for 30 minutes. A solution of 14.0 g of 1-(4-nitrobenzyloxycarbonylmethyl)homopiperazine bis(trifluoroacetate) in 80 ml of dry acetonitrile and 14.1 ml of diisopropylethylamine were added, whilst ice-cooling, to the mixture, and the resulting mixture ... The reactants are ClCC#CCC#CCCCCCCCC (1-chloro-2,5-tetradecadiyne), solution, C[O-].[Na+] (sodium methoxide), C(CS)(=O)O (thioglycolic acid), O (water). Run in CO (methanol), CO (methanol), CO (methanol). Conditions: time 30 minute. Yields the product C(CSCC#CCC#CCCCCCCCC)(=O)O (3-Thia-5,8-heptadecadiynoic Acid). Yield: 49.4%. RXN SMILES: C[O-].[Na+].[C:4]([OH:8])(=[O:7])[CH2:5][SH:6].Cl[CH2:10][C:11]#[C:12][CH2:13][C:14]#[C:15][CH2:16][CH2:17][CH2:18][CH2:19][CH2:20][CH2:21][CH2:22][CH3:23].O>CO>[C:4]([OH:8])(=[O:7])[CH2:5][S:6][CH2:10][C:11]#[C:12][CH2:13][C:14]#[C:15][CH2:16][CH2:17][CH2:18][CH2:19][CH2:20][CH2:21][CH2:22][CH3:23] |f:0.1|. Procedure: 2.02 ml of a 30% solution of sodium methoxide in methanol were added dropwise to a solution of 372 μl of thioglycolic acid in 5 ml of methanol, under an inert atmosphere. The mixture was maintained under stirring for 30 min and then a solution of 1.2 g of 1-chloro-2,5-tetradecadiyne in 6 ml of methanol was added under an inert atmosphere. The mixture was maintained under stirring for 20 hours at room temperature and then the reaction medium was poured over 100 ml of acid water (98 ml of water+2 ...